This data is from the Open Reaction Database (ORD), a public repository of structured organic reaction records. The task is: describe an organic reaction: reactants, conditions, products, and yield Starting materials: C1CCC(CC1)N=C=NC2CCCCC2 (DCC), BrC(C(=O)O)Br (Dibromoacetic acid), ON1C(C=2C(C1=O)=CC=CC2)=O (N-hydroxyphthalimide). Solvent: C1CCOC1 (THF). Yields the product BrC(C(=O)ON1C(C=2C(C1=O)=CC=CC2)=O)Br (N-dibromoacetoxyphthalimide). Reaction SMILES: [Br:1][CH:2]([Br:6])[C:3]([OH:5])=[O:4].O[N:8]1[C:12](=[O:13])[C:11]2=[CH:14][CH:15]=[CH:16][CH:17]=[C:10]2[C:9]1=[O:18].C1CCC(N=C=NC2CCCCC2)CC1>C1COCC1>[Br:1][CH:2]([Br:6])[C:3]([O:5][N:8]1[C:9](=[O:18])[C:10]2=[CH:17][CH:16]=[CH:15][CH:14]=[C:11]2[C:12]1=[O:13])=[O:4]. Procedure details: Dibromoacetic acid (0.1 mmole) and N-hydroxyphthalimide (0.1 mmole) are mixed and coupled in THF in the presence of DCC for 2 hours. The product, (N-dibromoacetoxyphthalimide) is isolated by filtration and dried. Radical-induced dehalogenation (0.1 mmole scale) using the general method with tributyltin deuteride furnished the N-deuterioacetoxyphthalimide with two atoms of deuterium. The N-ditritioacetoxyphthalimide can be prepared the same way.